This data is from the Open Reaction Database (ORD), a public repository of structured organic reaction records. The task is: describe an organic reaction: reactants, conditions, products, and yield Reactants: N[C@@H](C(C)C)C(=O)O (L-valine), [H-].[Na+] (sodium hydride), ClC1=NC=CC2=C(C=CC=C12)C1=NOC(=N1)C1=CC(=C(C=C1)OC(C)C)Cl (1-Chloro-5-(5-{3-chloro-4-[(1-methylethyl)oxy]phenyl}-1,2,4-oxadiazol-3-yl)isoquinoline). The solvent is C(Cl)Cl (DCM), CS(=O)C (dimethyl sulfoxide). Conditions: time 30 minute. Yields the product ClC=1C=C(C=CC1OC(C)C)C1=NC(=NO1)C1=C2C=CN=C(C2=CC=C1)N[C@@H](C(C)C)C(=O)O (N-[5-(5-{3-Chloro-4-[(1-methylethyl)oxy]phenyl}-1,2,4-oxadiazol-3-yl)-1-isoquinolinyl]-L-valine). The yield is 36.6%. RXN SMILES: [NH2:1][C@H:2]([C:6]([OH:8])=[O:7])[CH:3]([CH3:5])[CH3:4].[H-].[Na+].Cl[C:12]1[C:21]2[C:16](=[C:17]([C:22]3[N:26]=[C:25]([C:27]4[CH:32]=[CH:31][C:30]([O:33][CH:34]([CH3:36])[CH3:35])=[C:29]([Cl:37])[CH:28]=4)[O:24][N:23]=3)[CH:18]=[CH:19][CH:20]=2)[CH:15]=[CH:14][N:13]=1>CS(C)=O.C(Cl)Cl>[Cl:37][C:29]1[CH:28]=[C:27]([C:25]2[O:24][N:23]=[C:22]([C:17]3[CH:18]=[CH:19][CH:20]=[C:21]4[C:16]=3[CH:15]=[CH:14][N:13]=[C:12]4[NH:1][C@H:2]([C:6]([OH:8])=[O:7])[CH:3]([CH3:5])[CH3:4])[N:26]=2)[CH:32]=[CH:31][C:30]=1[O:33][CH:34]([CH3:36])[CH3:35] |f:1.2|. Reported procedure: A mixture of L-valine (36.6 mg, 0.312 mmol) and sodium hydride (60%; 9.99 mg, 0.250 mmol) in dimethyl sulfoxide (DMSO) (2 ml) were stirred at room temp for 30 min. 1-Chloro-5-(5-{3-chloro-4-[(1-methylethyl)oxy]phenyl}-1,2,4-oxadiazol-3-yl)isoquinoline (D7; 50 mg, 0.125 mmol) was added and the reaction mixture was stirred at 120° C. under nitrogen for 48 hr. The cooled reaction mixture was loaded onto an SCX column. The column was flushed with acetonitrile and then the desired product was eluted ... Reactants: COc1ccc(CC(=O)Cl)cc1, ClCCl, O=S(=O)(O)C(F)(F)F, c1ccoc1. The product is COc1ccc(CC(=O)c2ccco2)cc1. RXN SMILES: [CH3:6][O:7][c:8]1[cH:9][cH:10][c:11]([CH2:14][C:15](=[O:16])[Cl:17])[cH:12][cH:13]1.[Cl:26][CH2:27][Cl:28].[OH:18][S:19]([C:20]([F:21])([F:22])[F:23])(=[O:24])=[O:25].[cH:1]1[cH:2][cH:3][o:4][cH:5]1>>[cH:1]1[cH:2][c:3]([C:15]([CH2:14][c:11]2[cH:10][cH:9][c:8]([O:7][CH3:6])[cH:13][cH:12]2)=[O:16])[o:4][cH:5]1. Reactants: ClCCCBr, O=C([O-])[O-], CC(C)=O, c1ccc(C(c2ccccc2)N2CCNCC2)cc1, [K+], [K+]. Yields the product ClCCCN1CCN(C(c2ccccc2)c2ccccc2)CC1. As a reaction SMILES: [Br:20][CH2:21][CH2:22][CH2:23][Cl:24].[C:25](=[O:26])([O-:27])[O-:28].[CH3:31][C:32](=[O:33])[CH3:34].[CH:1]([c:2]1[cH:3][cH:4][cH:5][cH:6][cH:7]1)([c:8]1[cH:9][cH:10][cH:11][cH:12][cH:13]1)[N:14]1[CH2:15][CH2:16][NH:17][CH2:18][CH2:19]1.[K+:29].[K+:30]>>[CH:1]([c:2]1[cH:3][cH:4][cH:5][cH:6][cH:7]1)([c:8]1[cH:9][cH:10][cH:11][cH:12][cH:13]1)[N:14]1[CH2:15][CH2:16][N:17]([CH2:21][CH2:22][CH2:23][Cl:24])[CH2:18][CH2:19]1. The reactants are N1C=C(C=C1)C(=O)OC (methyl pyrrole-3-carboxylate), C(Cl)(Cl)Cl (chloroform), C(Cl)Cl (methylene chloride), C=1(C(=CC=CC1)SCl)C (o-toluenesulfenyl chloride). Run in CCOCC (ether). Run at time 1 hour. Product: CC1=C(C=CC=C1)SC1=CC(=CN1)C(=O)OC (Methyl 5-(2-Methylphenylthio)pyrrole-3-carboxylate). The yield is 101.1%. RXN SMILES: [NH:1]1[CH:5]=[CH:4][C:3]([C:6]([O:8][CH3:9])=[O:7])=[CH:2]1.C(Cl)Cl.[C:13]1([CH3:21])[C:14]([S:19]Cl)=[CH:15][CH:16]=[CH:17][CH:18]=1.C(Cl)(Cl)Cl>CCOCC>[CH3:21][C:13]1[CH:18]=[CH:17][CH:16]=[CH:15][C:14]=1[S:19][C:5]1[NH:1][CH:2]=[C:3]([C:6]([O:8][CH3:9])=[O:7])[CH:4]=1. Procedure details: Under a nitrogen atmosphere, methyl pyrrole-3-carboxylate (2.5 g., 20 mmoles) was dissolved in 50 ml. of methylene chloride. The stirred solution was cooled in an ice-water bath and o-toluenesulfenyl chloride (3.16 g., 20 mmoles) was added dropwise. The reaction mixture was warmed to room temperature and stirred for 1 hour. Thin layer chromatography (silica gel, chloroform eluant) indicated virtually complete reaction at this time. An equal volume of ether was added and a small amount of insolub... Reactants: CN(C)C=O, Cc1ccoc1-c1cc2cccc(Cl)n2n1, ClCCl, O, O=P(Cl)(Cl)Cl. Yields the product Cc1ccoc1-c1nn2c(Cl)cccc2c1C=O. RXN SMILES: [CH3:1][N:2]([CH:3]=[O:4])[CH3:5].[Cl:11][c:12]1[cH:13][cH:14][cH:15][c:16]2[n:17]1[n:18][c:19](-[c:21]1[o:22][cH:23][cH:24][c:25]1[CH3:26])[cH:20]2.[Cl:28][CH2:29][Cl:30].[OH2:27].[P:6]([Cl:7])([Cl:8])([Cl:9])=[O:10]>>[CH:3](=[O:4])[c:20]1[c:16]2[cH:15][cH:14][cH:13][c:12]([Cl:11])[n:17]2[n:18][c:19]1-[c:21]1[o:22][cH:23][cH:24][c:25]1[CH3:26]. Starting materials: [Al+3], ClCCl, C[Si](C)(C)C#C[Si](C)(C)C, [Cl-], [Cl-], [Cl-], O=C(Cl)CCCCl. The product is C[Si](C)(C)C#CC(=O)CCCCl. Reaction SMILES: [Al+3:19].[CH2:22]([Cl:23])[Cl:24].[CH3:8][Si:9]([CH3:10])([CH3:11])[C:12]#[C:13][Si:14]([CH3:15])([CH3:16])[CH3:17].[Cl-:18].[Cl-:20].[Cl-:21].[Cl:1][CH2:2][CH2:3][CH2:4][C:5](=[O:6])[Cl:7]>>[Cl:1][CH2:2][CH2:3][CH2:4][C:5](=[O:6])[C:13]#[C:12][Si:9]([CH3:8])([CH3:10])[CH3:11]. Procedure details: 65 mg (0.11 mmol) of the compound from Example 137 were dissolved in 3 ml of dichloromethane, and the mixture was cooled to 0° C. 14 μl (0.16 mmol) of chlorosulfonyl isocyanate were added, and the mixture was stirred at RT for 18 h. 1.5 ml of water were then added, and the mixture was stirred at 60° C. for a further 18 h. For work-up, 3 ml of saturated aqueous sodium bicarbonate solution were added, and the mixture was extracted twice with in each case 10 ml of ethyl acetate. The combined organi... As a reaction SMILES: [Cl:1][C:2]1[CH:7]=[CH:6][C:5]([C:8]2[N:9]([CH2:31][C@H:32]([OH:37])[C:33]([F:36])([F:35])[F:34])[C:10](=[O:30])[N:11]([CH2:13][C:14]3[CH:15]=[C:16]([C:22]4[CH:27]=[CH:26][CH:25]=[C:24]([Cl:28])[C:23]=4[Cl:29])[CH:17]=[CH:18][C:19]=3[CH2:20][OH:21])[N:12]=2)=[CH:4][CH:3]=1.ClS([N:42]=[C:43]=[O:44])(=O)=O.O.C(=O)(O)[O-].[Na+]>ClCCl>[C:43](=[O:44])([O:21][CH2:20][C:19]1[CH:18]=[CH:17][C:16]([C:22]2[CH:27]=[CH:26][CH:25]=[C:24]([Cl:28])[C:23]=2[Cl:29])=[CH:15][C:14]=1[CH2:13][N:11]1[C:10](=[O:30])[N:9]([CH2:31][C@H:32]([OH:37])[C:33]([F:34])([F:36])[F:35])[C:8]([C:5]2[CH:6]=[CH:7][C:2]([Cl:1])=[CH:3][CH:4]=2)=[N:12]1)[NH2:42] |f:3.4|. The reactants are C([O-])(O)=O.[Na+] (sodium bicarbonate), ClC1=CC=C(C=C1)C=1N(C(N(N1)CC=1C=C(C=CC1CO)C1=C(C(=CC=C1)Cl)Cl)=O)C[C@@H](C(F)(F)F)O (5-(4-Chlorophenyl)-2-{[2′,3′-dichloro-4-(hydroxymethyl)biphenyl-3-yl]methyl}-4-[(2S)-3,3,3-tri-fluoro-2-hydroxypropyl]-2,4-dihydro-3H-1,2,4-triazol-3-one), O (water), ClS(=O)(=O)N=C=O (chlorosulfonyl isocyanate). Conditions: temperature 0 celsius, time 18 hour. Product: C(N)(OCC1=C(C=C(C=C1)C1=C(C(=CC=C1)Cl)Cl)CN1N=C(N(C1=O)C[C@@H](C(F)(F)F)O)C1=CC=C(C=C1)Cl)=O ([2′,3′-Dichloro-3-({3-(4-chlorophenyl)-5-oxo-4-[(2S)-3,3,3-trifluoro-2-hydroxypropyl]-4,5-dihydro-1H-1,2,4-triazol-1-yl}methyl)biphenyl-4-yl]methyl carbamate). Solvent: ClCCl (dichloromethane). Reactants: C(C1=CC=CC=C1)OC1=CC=C(C=C1)CCCC(=O)NCCC1=C(NC2=CC=C(C=C12)O)C1=CC(=CC(=C1)C)C (4-(4-benzyloxyphenyl)-N-{2-[2-(3,5-dimethylphenyl)-5-hydroxy-1H-indol-3-yl]ethyl]butyramide), solution, B (borane). Run in O1CCCC1 (tetrahydrofuran). Yields the product C(C1=CC=CC=C1)OC1=CC=C(C=C1)CCCCNCCC1=C(NC2=CC=C(C=C12)O)C1=CC(=CC(=C1)C)C (3-[2-[4-(4-benzyloxyphenyl)butylamino]ethyl]-2-(3,5-dimethylphenyl)-1H-indol-5-ol). The yield is 99.7%. Reaction SMILES: [CH2:1]([O:8][C:9]1[CH:14]=[CH:13][C:12]([CH2:15][CH2:16][CH2:17][C:18]([NH:20][CH2:21][CH2:22][C:23]2[C:31]3[C:26](=[CH:27][CH:28]=[C:29]([OH:32])[CH:30]=3)[NH:25][C:24]=2[C:33]2[CH:38]=[C:37]([CH3:39])[CH:36]=[C:35]([CH3:40])[CH:34]=2)=O)=[CH:11][CH:10]=1)[C:2]1[CH:7]=[CH:6][CH:5]=[CH:4][CH:3]=1.B>O1CCCC1>[CH2:1]([O:8][C:9]1[CH:10]=[CH:11][C:12]([CH2:15][CH2:16][CH2:17][CH2:18][NH:20][CH2:21][CH2:22][C:23]2[C:31]3[C:26](=[CH:27][CH:28]=[C:29]([OH:32])[CH:30]=3)[NH:25][C:24]=2[C:33]2[CH:38]=[C:37]([CH3:39])[CH:36]=[C:35]([CH3:40])[CH:34]=2)=[CH:13][CH:14]=1)[C:2]1[CH:3]=[CH:4][CH:5]=[CH:6][CH:7]=1. Procedure details: To a stirred solution of 4-(4-benzyloxyphenyl)-N-{2-[2-(3,5-dimethylphenyl)-5-hydroxy-1H-indol-3-yl]ethyl]butyramide(241 mg in 10 mL dry tetrahydrofuran) was added 4 mL of a 1M solution of borane in tetrahydrofuran and the mixture heated slowly to reflux on an oil bath. After 2 hours the mixture was cooled to room temperature and the excess borane quenched by the careful addition of methanol. The mixture was concentrated to half-volume, treated with N,N-dimethylethanolamine (1.4 mL) and heated t... The reactants are CC1=C(N)C(=CC(=C1)C)C (2,4,6-Trimethylaniline), C(C(C)C)(=O)C1=CC=CC=C1 (isobutyrophenone), CC=1C=CC(=CC1)S(=O)(=O)O (p-TsOH). Run at temperature 220 celsius. Yields the product CC1=C(C(=CC(=C1)C)C)N=C(C(C)C)C1=CC=CC=C1 (Isobutyrophenone 2,4,6-Trimethylphenylimine). Reaction SMILES: [CH3:1][C:2]1[CH:8]=[C:7]([CH3:9])[CH:6]=[C:5]([CH3:10])[C:3]=1[NH2:4].[C:11]([C:16]1[CH:21]=[CH:20][CH:19]=[CH:18][CH:17]=1)(=O)[CH:12]([CH3:14])[CH3:13].CC1C=CC(S(O)(=O)=O)=CC=1>>[CH3:1][C:2]1[CH:8]=[C:7]([CH3:9])[CH:6]=[C:5]([CH3:10])[C:3]=1[N:4]=[C:11]([C:16]1[CH:21]=[CH:20][CH:19]=[CH:18][CH:17]=1)[CH:12]([CH3:14])[CH3:13]. Procedure: 2,4,6-Trimethylaniline (16.9 mL, 120 mmol, Aldrich) was mixed with isobutyrophenone (12.0 mL, 80 mmol, Acros) and p-TsOH (1.5 g, 8.0 mmol, Aldrich). The resulting mixture was heated for 10 h at 220° C. in a flask equipped with a Dean-Stark trap. Vacuum distillation afforded two fractions: 1. unreacted starting materials, 40–48° C./40 Pa; 2. product as a yellow oil, 98–108° C./13 Pa (6.2 g, 29.2%). 1H NMR (toluene-d8, 353 K) 7.28–6.78 (m, 4H); 6.62 (s, 2H); 2.96 (septet, 1H; J=6.7 Hz); 2.07 (s, 3...